Dataset: the Open Reaction Database (ORD), a public repository of structured organic reaction records. Task: describe an organic reaction: reactants, conditions, products, and yield Starting materials: CC1C[C@H]2CN[C@@H]([C@H]2C1)CNC(=O)C1=C(N=C2SC=CN21)C (6-methyl-imidazo[2,1-b]thiazole-5-carboxylic acid-[(1S,2S,5R)-7-methyl-3-aza-bicyclo[3.3.0]oct-2-ylmethyl]-amide), CC1=CC=C(C=C1)C=1C(=CC=CC1)C(=O)O (4′-methyl-biphenyl-2-carboxylic acid). Product: CC1C[C@H]2CN([C@@H]([C@H]2C1)CNC(=O)C1=C(N=C2SC=CN21)C)C(=O)C=2C(=CC=CC2)C2=CC=C(C=C2)C (6-Methyl-imidazo[2,1-b]thiazole-5-carboxylic acid-(1S,2S,5R)-[7-methyl-3-(4′-methyl-biphenyl-2-carbonyl)-3-aza-bicyclo[3.3.0]oct-2-ylmethyl]-amide). RXN SMILES: [CH3:1][CH:2]1[CH2:9][C@H:8]2[C@H:4]([CH2:5][NH:6][C@@H:7]2[CH2:10][NH:11][C:12]([C:14]2[N:21]3[C:17]([S:18][CH:19]=[CH:20]3)=[N:16][C:15]=2[CH3:22])=[O:13])[CH2:3]1.[CH3:23][C:24]1[CH:29]=[CH:28][C:27]([C:30]2[C:31]([C:36](O)=[O:37])=[CH:32][CH:33]=[CH:34][CH:35]=2)=[CH:26][CH:25]=1>>[CH3:1][CH:2]1[CH2:9][C@H:8]2[C@H:4]([CH2:5][N:6]([C:36]([C:31]3[C:30]([C:27]4[CH:26]=[CH:25][C:24]([CH3:23])=[CH:29][CH:28]=4)=[CH:35][CH:34]=[CH:33][CH:32]=3)=[O:37])[C@@H:7]2[CH2:10][NH:11][C:12]([C:14]2[N:21]3[C:17]([S:18][CH:19]=[CH:20]3)=[N:16][C:15]=2[CH3:22])=[O:13])[CH2:3]1. Procedure details: prepared by reaction of 6-methyl-imidazo[2,1-b]thiazole-5-carboxylic acid-[(1S,2S,5R)-7-methyl-3-aza-bicyclo[3.3.0]oct-2-ylmethyl]-amide with commercially available 4′-methyl-biphenyl-2-carboxylic acid. Reactants: ClC1=CC=C(C=C1)C=1C=C2CCN(CC2=CC1)CC=1C(=NC(=NC1)C)N (5-[6-(4-chlorophenyl)-3,4-dihydro-1H-isoquinolin-2ylmethyl]-2-methyl-pyrimidin-4-ylamine), Cl (hydrochloric acid). Run in C(C)O (ethanol). Yields the product Cl.Cl.ClC1=CC=C(C=C1)C=1C=C2CCN(CC2=CC1)CC=1C(=NC(=NC1)C)N (5-[6-(4-chlorophenyl)-3,4-dihydro-1H-isochinolin-2-ylmethyl]-2-methyl-pyrimidin-4-ylamine dihydrochloride). The yield is 84.5%. As a reaction SMILES: [Cl:1][C:2]1[CH:7]=[CH:6][C:5]([C:8]2[CH:9]=[C:10]3[C:15](=[CH:16][CH:17]=2)[CH2:14][N:13]([CH2:18][C:19]2[C:20]([NH2:26])=[N:21][C:22]([CH3:25])=[N:23][CH:24]=2)[CH2:12][CH2:11]3)=[CH:4][CH:3]=1.[ClH:27]>C(O)C>[ClH:1].[ClH:27].[Cl:1][C:2]1[CH:7]=[CH:6][C:5]([C:8]2[CH:9]=[C:10]3[C:15](=[CH:16][CH:17]=2)[CH2:14][N:13]([CH2:18][C:19]2[C:20]([NH2:26])=[N:21][C:22]([CH3:25])=[N:23][CH:24]=2)[CH2:12][CH2:11]3)=[CH:4][CH:3]=1 |f:3.4.5|. Reported procedure: A solution of 0.56 g (0.00053 mol) of crude 5-[6-(4-chlorophenyl)-3,4-dihydro-1H-isoquinolin-2ylmethyl]-2-methyl-pyrimidin-4-ylamine in 100 ml of ethanol was filtered and treated with 1.1 ml (0.00385 mol) of 3.5N ethanolic hydrochloric acid. The suspension obtained was suction filtered. 0.098 g (14%) of 5-[6-(4-chlorophenyl)-3,4-dihydro-1H-isochinolin-2-ylmethyl]-2-methyl-pyrimidin-4-ylamine dihydrochloride was obtained as white crystals; m.p. 223°-235° (dec). Reactants: O=C([O-])[O-], CN(C)C=O, FC(F)(F)c1ccc(Cl)nc1, [K+], [K+], OCc1cc(O)cc(O)c1. Yields the product OCc1cc(O)cc(Oc2ccc(C(F)(F)F)cn2)c1. Reaction SMILES: [C:22](=[O:23])([O-:24])[O-:25].[CH3:28][N:29]([CH3:30])[CH:31]=[O:32].[Cl:11][c:12]1[n:13][cH:14][c:15]([C:18]([F:19])([F:20])[F:21])[cH:16][cH:17]1.[K+:26].[K+:27].[OH:1][c:2]1[cH:3][c:4]([CH2:5][OH:6])[cH:7][c:8]([OH:10])[cH:9]1>>[O:1]([c:2]1[cH:3][c:4]([CH2:5][OH:6])[cH:7][c:8]([OH:10])[cH:9]1)[c:12]1[n:13][cH:14][c:15]([C:18]([F:19])([F:20])[F:21])[cH:16][cH:17]1. The reactants are C1(CC1)B(O)O (Cyclopropyl boronic acid), C([O-])(O)=O.[Na+] (sodium bicarbonate), N1=C(C=CC=C1)C1=NC=CC=C1 (2,2′-bipyridine), [N+](=O)([O-])C1=C2C=CNC2=CC=C1 (4-nitro-1H-indole). Reagents/catalysts: C(C)(=O)[O-].[Cu+2].C(C)(=O)[O-] (copper acetate). Run in ClCCCl (1,2-dichloroethane). Reaction conditions: time 7 day. Yields the product C1(CC1)N1C=CC2=C(C=CC=C12)[N+](=O)[O-] (1-cyclopropyl-4-nitro-1H-indole). RXN SMILES: [CH:1]1(B(O)O)[CH2:3][CH2:2]1.C(=O)(O)[O-].[Na+].N1C=CC=CC=1C1C=CC=CN=1.[N+:24]([C:27]1[CH:35]=[CH:34][CH:33]=[C:32]2[C:28]=1[CH:29]=[CH:30][NH:31]2)([O-:26])=[O:25]>ClCCCl.C([O-])(=O)C.[Cu+2].C([O-])(=O)C>[CH:1]1([N:31]2[C:32]3[C:28](=[C:27]([N+:24]([O-:26])=[O:25])[CH:35]=[CH:34][CH:33]=3)[CH:29]=[CH:30]2)[CH2:3][CH2:2]1 |f:1.2,6.7.8|. Reported procedure: Cyclopropyl boronic acid (1.0 g), sodium bicarbonate (0.99 g), copper acetate (II) (1.1 g), and 2,2′-bipyridine (0.92 g) were added to a solution of 4-nitro-1H-indole (0.96 g) in 1,2-dichloroethane (60 ml). The reaction solution was stirred at room temperature for 7 days, and then further stirred at 60° C. for 2 hours. The insolubles were filtrated through celite, and then the resultant was washed successively with water and a saturated saline solution. After drying over anhydrous sodium sulfate... The reactants are BrC1=CC=C(C=2C(C3=CC=CC=C3C(C12)=O)=O)NC(C1=CC=CC=C1)=O (4-bromo-1-benzoylaminoanthraquinone), [OH-].[K+] (potassium hydroxide), CI (methyl iodide). The reagents and catalysts are [Br-].C(CCC)[N+](CCCC)(CCCC)CCCC (tetra-n-butyl ammonium bromide). The solvent is ClC1=CC=CC=C1 (monochlorobenzene). Run at temperature 30 celsius, time 1 hour. Yields the product BrC1=CC=C(C=2C(C3=CC=CC=C3C(C12)=O)=O)N(C(C1=CC=CC=C1)=O)C (4-bromo-N-benzoyl-1-methylaminoanthraquinone). Isolated yield 98.1%. As a reaction SMILES: [Br:1][C:2]1[C:15]2[C:14](=[O:16])[C:13]3[C:8](=[CH:9][CH:10]=[CH:11][CH:12]=3)[C:7](=[O:17])[C:6]=2[C:5]([NH:18][C:19](=[O:26])[C:20]2[CH:25]=[CH:24][CH:23]=[CH:22][CH:21]=2)=[CH:4][CH:3]=1.[OH-].[K+].[CH3:29]I>[Br-].C([N+](CCCC)(CCCC)CCCC)CCC.ClC1C=CC=CC=1>[Br:1][C:2]1[C:15]2[C:14](=[O:16])[C:13]3[C:8](=[CH:9][CH:10]=[CH:11][CH:12]=3)[C:7](=[O:17])[C:6]=2[C:5]([N:18]([CH3:29])[C:19](=[O:26])[C:20]2[CH:21]=[CH:22][CH:23]=[CH:24][CH:25]=2)=[CH:4][CH:3]=1 |f:1.2,4.5|. Procedure: A mixture of 4-bromo-1-benzoylaminoanthraquinone (purity 98.5%, 41.2 g), monochlorobenzene (500 g), tetra-n-butyl ammonium bromide (0.3 g) and 96% potassium hydroxide (12.0 g) was stirred for one hour at 30° C., and methyl iodide (28.4 g) was added thereto at 30° C. over 2 hours. A mixture was stirred at 30° C. for 30 minutes and 40° C. for 3 hours, successively. Then, the same aftertreatment as in Example 3 was conducted to obtain 4-bromo-N-benzoyl-1-methylaminoanthraquinone (41.8 g, purity 94.... Starting materials: C(C)(C)(C)OC(=O)N1CCC(CC1)N1N=CC=2C1=NC=NC2Cl (4-(4-chloro-pyrazolo[3,4-d]pyrimidin-1-yl)-piperidine-1-carboxylic acid tert-butyl ester), C(C)(C)(C)OC(=O)N1CCC(CC1)N1N=CC=2C1=NC=NC2Cl (4-(4-chloro-pyrazolo[3,4-d]pyrimidin-1-yl)-piperidine-1-carboxylic acid tert-butyl ester), COC1=CC=C(C=C1)O (4-methoxy-phenol), C([O-])([O-])=O.[K+].[K+] (potassium carbonate), ClCCl (Dichloromethane). Run in CN(C=O)C (dimethylformamide), O (water). Conditions: temperature 160 celsius. Yields the product C(C)(C)(C)OC(=O)N1CCC(CC1)N1N=CC=2C1=NC=NC2OC2=CC=C(C=C2)OC (4-[4-(4-methoxy-phenoxy)-pyrazolo[3,4-d]pyrimidin-1-yl]-piperidine-1-carboxylic acid tert-butyl ester). The yield is 29.8%. RXN SMILES: [C:1]([O:5][C:6]([N:8]1[CH2:13][CH2:12][CH:11]([N:14]2[C:18]3=[N:19][CH:20]=[N:21][C:22](Cl)=[C:17]3[CH:16]=[N:15]2)[CH2:10][CH2:9]1)=[O:7])([CH3:4])([CH3:3])[CH3:2].[CH3:24][O:25][C:26]1[CH:31]=[CH:30][C:29]([OH:32])=[CH:28][CH:27]=1.C(=O)([O-])[O-].[K+].[K+].ClCCl>CN(C)C=O.O>[C:1]([O:5][C:6]([N:8]1[CH2:13][CH2:12][CH:11]([N:14]2[C:18]3=[N:19][CH:20]=[N:21][C:22]([O:32][C:29]4[CH:30]=[CH:31][C:26]([O:25][CH3:24])=[CH:27][CH:28]=4)=[C:17]3[CH:16]=[N:15]2)[CH2:10][CH2:9]1)=[O:7])([CH3:4])([CH3:3])[CH3:2] |f:2.3.4|. Reported procedure: A mixture of 4-(4-chloro-pyrazolo[3,4-d]pyrimidin-1-yl)-piperidine-1-carboxylic acid tert-butyl ester (Intermediate 19; 50 mg, 0.15 mmol), 4-methoxy-phenol (Aldrich Chemical Company, Inc., Milwaukee, Wis., USA 24 mg, 0.19 mmol), and potassium carbonate (27 mg, 0.2 mmol) in dimethylformamide (2 mL) was heated in the microwave oven at 160° C. for 10 min. Dichloromethane and water were added, and the dichloromethane layer was washed twice with water. The dichloromethane layer was evaporated, and pu...